This data is from the Open Reaction Database (ORD), a public repository of structured organic reaction records. The task is: describe an organic reaction: reactants, conditions, products, and yield The reactants are [BH4-].[Na+] (NaBH4), C(C)(=O)NC1=CC=C(C=C1)C1=CC=C(O1)C(=O)C (methyl 5-(p-acetamido-phenyl)-2-furyl ketone), ice water. Solvent: O1CCOCC1.O (dioxane H2O). Run at time 8 hour. Product: C(C)(=O)NC1=CC=C(C=C1)C1=CC=C(C(C)O)O1 (5-(p-Acetamidophenyl)-α-methylfurfuryl Alcohol). Reaction SMILES: [C:1]([NH:4][C:5]1[CH:10]=[CH:9][C:8]([C:11]2[O:15][C:14]([C:16]([CH3:18])=[O:17])=[CH:13][CH:12]=2)=[CH:7][CH:6]=1)(=[O:3])[CH3:2].[BH4-].[Na+]>O1CCOCC1.O>[C:1]([NH:4][C:5]1[CH:6]=[CH:7][C:8]([C:11]2[O:15][C:14]([CH:16]([OH:17])[CH3:18])=[CH:13][CH:12]=2)=[CH:9][CH:10]=1)(=[O:3])[CH3:2] |f:1.2,3.4|. Procedure: To a stirring mixture of 22 g (0.090 mole) of methyl 5-(p-acetamido-phenyl)-2-furyl ketone and 345 ml of 95% dioxane/H2O was added portionwise 3.4 g (0.090 mole) of NaBH4 while maintaining the temperature at 15°-20°. The resulting mixture was stirred overnight at room temperature and then added to ice/water. The solid was filtered and dried at 60° to yield 21 g (95%), m.p. 175°-177°, of title compound. Reactants: NC1=NC=C(C=C1/C=C/C(=O)O)Cl ((E)-3-(2-amino-5-chloro-3-pyridinyl)-2-propenoic acid), C(C1=CC=CC=C1)N (benzylamine). Product: NC1=NC=C(C=C1/C=C/C(=O)NCC1=CC=CC=C1)Cl ((E)-3-(2-Amino-5-chloro-3-pyridinyl)-N-benzyl-2propenamide). Reaction SMILES: [NH2:1][C:2]1[C:7](/[CH:8]=[CH:9]/[C:10]([OH:12])=O)=[CH:6][C:5]([Cl:13])=[CH:4][N:3]=1.[CH2:14]([NH2:21])[C:15]1[CH:20]=[CH:19][CH:18]=[CH:17][CH:16]=1>>[NH2:1][C:2]1[C:7](/[CH:8]=[CH:9]/[C:10]([NH:21][CH2:14][C:15]2[CH:20]=[CH:19][CH:18]=[CH:17][CH:16]=2)=[O:12])=[CH:6][C:5]([Cl:13])=[CH:4][N:3]=1. Procedure details: The title compound was prepared from (E)-3-(2-amino-5-chloro-3-pyridinyl)-2-propenoic acid and benzylamine as a yellow solid: Starting materials: BrC=1C=CC(=NC1)Cl (5-bromo-2-chloropyridine), N1CCNCC1 (piperazine). The yield is 75.7%. Reaction conditions: temperature 130 celsius, time 8 hour. Procedure details: A mixture of 5-bromo-2-chloropyridine (110 g, 573 mmol) and piperazine (99.1 g, 1.15 mol) was stirred overnight at 130° C. The reaction mixture was concentrated under reduced pressure. The residue was dissolved in water (200 mL) and then extracted with DCM (3×200 mL). The combined organic layers were concentrated under reduced pressure to obtain compound 90a as a white solid (105 g, 76% yield). Mass Spectrum (LCMS, ESI pos.): Calcd. for C9H12BrN3: 242.0 (M+H). found 242.0. The product is BrC=1C=CC(=NC1)N1CCNCC1 (1-(5-Bromopyridin-2-yl)piperazine). Reaction SMILES: [Br:1][C:2]1[CH:3]=[CH:4][C:5](Cl)=[N:6][CH:7]=1.[NH:9]1[CH2:14][CH2:13][NH:12][CH2:11][CH2:10]1>>[Br:1][C:2]1[CH:3]=[CH:4][C:5]([N:9]2[CH2:14][CH2:13][NH:12][CH2:11][CH2:10]2)=[N:6][CH:7]=1. Starting materials: Oc1ccc(F)cc1F, COC(Cc1ccc(OCCCO)cc1)C(=O)O. Product: COC(Cc1ccc(OCCCOc2ccc(F)cc2F)cc1)C(=O)O. As a reaction SMILES: [F:19][c:20]1[c:21]([OH:27])[cH:22][cH:23][c:24]([F:26])[cH:25]1.[OH:1][CH2:2][CH2:3][CH2:4][O:5][c:6]1[cH:7][cH:8][c:9]([CH2:12][CH:13]([C:14](=[O:15])[OH:16])[O:17][CH3:18])[cH:10][cH:11]1>>[O:1]([CH2:2][CH2:3][CH2:4][O:5][c:6]1[cH:7][cH:8][c:9]([CH2:12][CH:13]([C:14](=[O:15])[OH:16])[O:17][CH3:18])[cH:10][cH:11]1)[c:21]1[c:20]([F:19])[cH:25][c:24]([F:26])[cH:23][cH:22]1. Reactants: OC(c1ccnc2cc(Cl)ccc12)C(F)(F)F, CS(=O)(=O)c1ncc(F)cn1, [H-], [Na+], C1CCOC1. The product is Fc1cnc(OC(c2ccnc3cc(Cl)ccc23)C(F)(F)F)nc1. RXN SMILES: [Cl:1][c:2]1[cH:3][cH:4][c:5]2[c:6]([CH:12]([OH:13])[C:14]([F:15])([F:16])[F:17])[cH:7][cH:8][n:9][c:10]2[cH:11]1.[F:20][c:21]1[cH:22][n:23][c:24]([S:27]([CH3:28])(=[O:29])=[O:30])[n:25][cH:26]1.[H-:19].[Na+:18].[O:31]1[CH2:32][CH2:33][CH2:34][CH2:35]1>>[Cl:1][c:2]1[cH:3][cH:4][c:5]2[c:6]([CH:12]([O:13][c:24]3[n:23][cH:22][c:21]([F:20])[cH:26][n:25]3)[C:14]([F:15])([F:16])[F:17])[cH:7][cH:8][n:9][c:10]2[cH:11]1. The reactants are C(C1=CC=CC=C1)(=O)OC=1C(=O)O[C@H]([C@@H](C1)OC(C1=CC=CC=C1)=O)C (2,4-di-O-benzoyl-3,6-dideoxy-L-erythro-hex-2-enono-1,5-lactone), [H][H] (hydrogen). The reagents and catalysts are [Pd] (Pd/C). The solvent is CCOC(=O)C (EtOAc). Conditions: time 3 hour. Product: C(C1=CC=CC=C1)(=O)O[C@H]1C(=O)O[C@H]([C@@H](C1)OC(C1=CC=CC=C1)=O)C (2,4-di-O-benzoyl-3,6-dideoxy-L-arabino-hexono-1,5-lactone). The yield is 84.8%. Reaction SMILES: [C:1]([O:9][C:10]1[C:11]([O:13][C@@H:14]([CH3:26])[C@H:15]([O:17][C:18](=[O:25])[C:19]2[CH:24]=[CH:23][CH:22]=[CH:21][CH:20]=2)[CH:16]=1)=[O:12])(=[O:8])[C:2]1[CH:7]=[CH:6][CH:5]=[CH:4][CH:3]=1.[H][H]>CCOC(C)=O.[Pd]>[C:1]([O:9][C@@H:10]1[CH2:16][C@@H:15]([O:17][C:18](=[O:25])[C:19]2[CH:20]=[CH:21][CH:22]=[CH:23][CH:24]=2)[C@H:14]([CH3:26])[O:13][C:11]1=[O:12])(=[O:8])[C:2]1[CH:7]=[CH:6][CH:5]=[CH:4][CH:3]=1. Reported procedure: The compound (VIII) (6.1 g, 17.31 mmol) is dissolved in EtOAc (300 ml) and then 10%-Pd/C (400 mg) is added and is stirred for 3 hours at a room temperature after being substituted with hydrogen gas. The reactant is filtered by using celite 545. The solution is vacuum concentrated and then the compound (IX) (5.2 g, 85%) is isolated using flash column chromatography (toluene/EtOAc, 10:1, v/v). Starting materials: C1(=CC=C(C=C1)C(CC#N)(O)C1=CC=C(C=C1)C1=CC=CC=C1)C1=CC=CC=C1.CO (carbinol 3,3-bis[(1,1-biphenyl)-4-yl]-3-hydroxypropanenitrile). Run in FC(C(=O)O)(F)F (trifluoroacetic acid). Reaction conditions: temperature 65 celsius. Yields the product C1(=CC=C(C=C1)C(=CC#N)C1=CC=C(C=C1)C1=CC=CC=C1)C1=CC=CC=C1 (3,3-bis[(1,1'-biphenyl)-4-yl]-2-propenenitrile). The yield is 94.8%. RXN SMILES: [C:1]1([C:24]2[CH:29]=[CH:28][CH:27]=[CH:26][CH:25]=2)[CH:6]=[CH:5][C:4]([C:7]([C:12]2[CH:17]=[CH:16][C:15]([C:18]3[CH:23]=[CH:22][CH:21]=[CH:20][CH:19]=3)=[CH:14][CH:13]=2)(O)[CH2:8][C:9]#[N:10])=[CH:3][CH:2]=1.CO>FC(F)(F)C(O)=O>[C:15]1([C:18]2[CH:19]=[CH:20][CH:21]=[CH:22][CH:23]=2)[CH:14]=[CH:13][C:12]([C:7]([C:4]2[CH:5]=[CH:6][C:1]([C:24]3[CH:29]=[CH:28][CH:27]=[CH:26][CH:25]=3)=[CH:2][CH:3]=2)=[CH:8][C:9]#[N:10])=[CH:17][CH:16]=1 |f:0.1|. Reported procedure: The crude carbinol 3,3-bis[(1,1-biphenyl)-4-yl]-3-hydroxypropanenitrile (13.5 g; 0.036 mol) was dissolved in trifluoroacetic acid (30 mL) and the solution was heated at 65° C. for 10 min. After the solvent was removed in vacuo, the residue was triturated with water and the resulting solids were dissolved in dichloromethane. The dried (MgSO4) solution was evaporated to provide 12.2 g of 3,3-bis[(1,1'-biphenyl)-4-yl]-2-propenenitrile as an oil that was contaminated with a small amount of starting ... The reactants are COC(=O)OC1=CC=C(C=C1)C1=CC=C(C=C1)C(=O)OCCCCCCCC (Octyl 4′-methoxycarbonyloxy-4-biphenylcarboxylate), N (ammonia), ClCCl (dichloromethane). Run in C(C)O (ethanol). Product: OC1=CC=C(C=C1)C1=CC=C(C=C1)C(=O)OCCCCCCCC (Octyl 4′-hydroxy-4-biphenylcarboxylate). As a reaction SMILES: COC([O:5][C:6]1[CH:11]=[CH:10][C:9]([C:12]2[CH:17]=[CH:16][C:15]([C:18]([O:20][CH2:21][CH2:22][CH2:23][CH2:24][CH2:25][CH2:26][CH2:27][CH3:28])=[O:19])=[CH:14][CH:13]=2)=[CH:8][CH:7]=1)=O.N.ClCCl>C(O)C>[OH:5][C:6]1[CH:7]=[CH:8][C:9]([C:12]2[CH:17]=[CH:16][C:15]([C:18]([O:20][CH2:21][CH2:22][CH2:23][CH2:24][CH2:25][CH2:26][CH2:27][CH3:28])=[O:19])=[CH:14][CH:13]=2)=[CH:10][CH:11]=1. Procedure details: A solution of compound 5 (5.25 g, 0.014 mol) and aqueous ammonia (35% w/v, 100 ml) in ethanol (200 ml) was stirred for 1 h at room temperature. TLC analysis (dichloromethane) revealed a complete reaction. The solvent was removed in vacuo and the shite solid was recrystallised from ethanol to give colourless crystals. The reactants are NS(=O)(=O)c1ccc2c(c1)CCNCC2, O=C=NC1CCCCC1, NS(=O)(=O)c1ccc2c(c1)CCN(C(=O)N1CCCCCC1)CC2, O=C(Cl)N1CCCCCC1. The product is O=C(NC1CCCCC1)NS(=O)(=O)c1ccc2c(c1)CCN(C(=O)N1CCCCCC1)CC2. RXN SMILES: [CH2:34]1[c:35]2[cH:36][cH:37][c:38]([S:39]([NH2:40])(=[O:41])=[O:42])[cH:43][c:44]2[CH2:45][CH2:46][NH:47][CH2:48]1.[CH:25]1([N:31]=[C:32]=[O:33])[CH2:26][CH2:27][CH2:28][CH2:29][CH2:30]1.[N:1]1([C:8](=[O:9])[N:10]2[CH2:11][CH2:12][c:13]3[c:14]([cH:17][cH:18][c:19]([S:21](=[O:22])(=[O:23])[NH2:24])[cH:20]3)[CH2:15][CH2:16]2)[CH2:2][CH2:3][CH2:4][CH2:5][CH2:6][CH2:7]1.[N:49]1([C:50]([Cl:51])=[O:52])[CH2:53][CH2:54][CH2:55][CH2:56][CH2:57][CH2:58]1>>[N:1]1([C:8](=[O:9])[N:10]2[CH2:11][CH2:12][c:13]3[c:14]([cH:17][cH:18][c:19]([S:21](=[O:22])(=[O:23])[NH:24][C:32]([NH:31][CH:25]4[CH2:26][CH2:27][CH2:28][CH2:29][CH2:30]4)=[O:33])[cH:20]3)[CH2:15][CH2:16]2)[CH2:2][CH2:3][CH2:4][CH2:5][CH2:6][CH2:7]1. Reaction SMILES: C(OC(=O)C1C=CC(S)=CC=1)C.[H-].[Na+].CS(OCC[C:22]1[C:30]2[C:25](=[CH:26][CH:27]=[CH:28][CH:29]=2)[NH:24][C:23]=1[C:31]1[CH:32]=[N:33][CH:34]=[CH:35][CH:36]=1)(=O)=O.CCOCC>CN(C)C=O>[N:33]1[CH:34]=[CH:35][CH:36]=[C:31]([C:23]2[NH:24][C:25]3[C:30]([CH:22]=2)=[CH:29][CH:28]=[CH:27][CH:26]=3)[CH:32]=1 |f:1.2|. The reactants are C(C)OC(C1=CC=C(C=C1)S)=O (p-mercaptobenzoic acid ethyl ester), ice water, CS(=O)(=O)OCCC1=C(NC2=CC=CC=C12)C=1C=NC=CC1 (3-(2-methylsulfonyloxyethyl)-2-(3-pyridyl)-indole), CCOCC (ether), [H-].[Na+] (sodium hydride). Run at time 0.5 hour. Procedure: A solution of 5.9 g of p-mercaptobenzoic acid ethyl ester (prepared according to the procedure found in J. Chem. Soc., 1963, 1947-1954) in 30 ml of dimethylformamide is added dropwise to a slurry of 1.55 g of 50% sodium hydride (dispersion in mineral oil) in 30 ml of dimethylformamide. This mixture is stirred at room temperature for 0.5 hour under nitrogen atmosphere, and added dropwise to a solution of 9.78 g of 3-(2-methylsulfonyloxyethyl)-2-(3-pyridyl)-indole in 60 ml of dimethylformamide at ... The solvent is CN(C=O)C (dimethylformamide), CN(C=O)C (dimethylformamide), CN(C=O)C (dimethylformamide). Yields the product N1=CC(=CC=C1)C=1NC2=CC=CC=C2C1 (3-pyridyl-indole).